This data is from the Open Reaction Database (ORD), a public repository of structured organic reaction records. The task is: describe an organic reaction: reactants, conditions, products, and yield The reactants are C(C)ON (ethoxyamine), C(CCC)(=O)C1C(CC(CC1=O)CC(C)SCC)=O (2-butyryl-5-(2-ethylthiopropyl)-cyclohexane-1,3-dione), Cl (hydrochloric acid). The solvent is C(C)O (ethanol). Conditions: time 5 hour. Yields the product C(C)ONC(CCC)=C1C(CC(CC1=O)CC(C)SCC)=O (2-(1-ethoxyaminobutylidene)-5-(2-ethylthiopropyl)-cyclohexane-1,3-dione). The yield is 68.6%. As a reaction SMILES: [C:1]([CH:6]1[C:11](=[O:12])[CH2:10][CH:9]([CH2:13][CH:14]([S:16][CH2:17][CH3:18])[CH3:15])[CH2:8][C:7]1=[O:19])(=O)[CH2:2][CH2:3][CH3:4].[CH2:20]([O:22][NH2:23])[CH3:21].Cl>C(O)C>[CH2:20]([O:22][NH:23][C:1](=[C:6]1[C:11](=[O:12])[CH2:10][CH:9]([CH2:13][CH:14]([S:16][CH2:17][CH3:18])[CH3:15])[CH2:8][C:7]1=[O:19])[CH2:2][CH2:3][CH3:4])[CH3:21]. Procedure: 5.7 g of 2-butyryl-5-(2-ethylthiopropyl)-cyclohexane-1,3-dione was dissolved in 20 ml of ethanol, 1.4 g of ethoxyamine was added thereto, and the resulting solution was stirred at room temperature for 5 hours. After pouring the reaction solution into ice-cold water and acidifing the mixture with hydrochloric acid, the mixture was extracted with chloroform. The chloroform solution was washed with water, dried over anhydrous magnesium sulfate, and the removal of chloroform by distillation under re... The reactants are [N+](=O)([O-])C=1C=C(C=C(C1)C(F)(F)F)C1=CCN(CC1)C(=O)OC(C)(C)C (tert-butyl 4-(3-nitro-5-(trifluoromethyl)phenyl)-5,6-dihydropyridine-1(2H)-carboxylate). The reagents and catalysts are [Pd] (Pd/C). Run in C(C)O (ethanol). Conditions: time 48 hour. Yields the product NC=1C=C(C=C(C1)C(F)(F)F)C1CCN(CC1)C(=O)OC(C)(C)C (tert-butyl 4-[3-amino-5-(trifluoromethyl)phenyl]piperidine-1-carboxylate). The yield is 34.2%. RXN SMILES: [N+:1]([C:4]1[CH:5]=[C:6]([C:14]2[CH2:19][CH2:18][N:17]([C:20]([O:22][C:23]([CH3:26])([CH3:25])[CH3:24])=[O:21])[CH2:16][CH:15]=2)[CH:7]=[C:8]([C:10]([F:13])([F:12])[F:11])[CH:9]=1)([O-])=O>C(O)C.[Pd]>[NH2:1][C:4]1[CH:5]=[C:6]([CH:14]2[CH2:15][CH2:16][N:17]([C:20]([O:22][C:23]([CH3:26])([CH3:25])[CH3:24])=[O:21])[CH2:18][CH2:19]2)[CH:7]=[C:8]([C:10]([F:12])([F:13])[F:11])[CH:9]=1. Procedure details: Add tert-butyl 4-(3-nitro-5-(trifluoromethyl)phenyl)-5,6-dihydropyridine-1(2H)-carboxylate (300 mg, 1.87 mmol) and Pd/C (10%, 50 mg) in ethanol (10 mL), flush with H2, stir under hydrogen atmosphere for 48 hrs at room temperature, filter and concentrate the filtrate to yield a white solid (220 mg, 73.9%). MS: (M+23): 367. The reactants are N[C@@H](C)C(=O)[C@H]1[C@@](O[C@@H]([C@H]([C@@H]1O)O)CO)(N(C(CCCCCCCCCCCCCCCCC)=O)CCCCCCCCCCCCCC)N (N-(2-L-alanyl-amino-2-deoxy-β-D-glucopyranosyl)-N-tetradecyl-octadecanamide), C(=O)(OCC1=CC=CC=C1)NCC(=O)O (N-carbobenzoxy-glycine). Yields the product C(=O)(OCC1=CC=CC=C1)NCC(=O)N[C@@H](C)C(=O)[C@H]1[C@@](O[C@@H]([C@H]([C@@H]1O)O)CO)(N(C(CCCCCCCCCCCCCCCCC)=O)CCCCCCCCCCCCCC)N (N-[2-(N-Carbobenzoxy-glycyl-L-alanyl)-amino-2-deoxy-β-D-glucopyranosyl]-N-tetradecyl-octadecanamide). As a reaction SMILES: [NH2:1][C@H:2]([C:4]([C@@H:6]1[C@@H:11]([OH:12])[C@H:10]([OH:13])[C@@H:9]([CH2:14][OH:15])[O:8][C@@:7]1([NH2:50])[N:16]([CH2:36][CH2:37][CH2:38][CH2:39][CH2:40][CH2:41][CH2:42][CH2:43][CH2:44][CH2:45][CH2:46][CH2:47][CH2:48][CH3:49])[C:17](=[O:35])[CH2:18][CH2:19][CH2:20][CH2:21][CH2:22][CH2:23][CH2:24][CH2:25][CH2:26][CH2:27][CH2:28][CH2:29][CH2:30][CH2:31][CH2:32][CH2:33][CH3:34])=[O:5])[CH3:3].[C:51]([NH:61][CH2:62][C:63](O)=[O:64])([O:53][CH2:54][C:55]1[CH:60]=[CH:59][CH:58]=[CH:57][CH:56]=1)=[O:52]>>[C:51]([NH:61][CH2:62][C:63]([NH:1][C@H:2]([C:4]([C@@H:6]1[C@@H:11]([OH:12])[C@H:10]([OH:13])[C@@H:9]([CH2:14][OH:15])[O:8][C@@:7]1([NH2:50])[N:16]([CH2:36][CH2:37][CH2:38][CH2:39][CH2:40][CH2:41][CH2:42][CH2:43][CH2:44][CH2:45][CH2:46][CH2:47][CH2:48][CH3:49])[C:17](=[O:35])[CH2:18][CH2:19][CH2:20][CH2:21][CH2:22][CH2:23][CH2:24][CH2:25][CH2:26][CH2:27][CH2:28][CH2:29][CH2:30][CH2:31][CH2:32][CH2:33][CH3:34])=[O:5])[CH3:3])=[O:64])([O:53][CH2:54][C:55]1[CH:60]=[CH:59][CH:58]=[CH:57][CH:56]=1)=[O:52]. Procedure details: from N-(2-L-alanyl-amino-2-deoxy-β-D-glucopyranosyl)-N-tetradecyl-octadecanamide and N-carbobenzoxy-glycine. Starting materials: Cl.Cl.Cl.ClC1=C2C=C(N=CC2=C(C=C1)Cl)C=1C(=NC=C(C1)C=1C=NN(C1)C1CCNCC1)N (3-(5,8-dichloroisoquinolin-3-yl)-5-(1-piperidin-4-yl-1H-pyrazol-4-yl)-pyridin-2-ylamine trihydrochloride), ClC=1C=C2C=C(N=CC2=C(C1)Cl)OS(=O)(=O)C(F)(F)F (trifluoromethanesulfonic acid 6,8-dichloroisoquinolin-3-yl ester). The product is Cl.Cl.Cl.ClC=1C=C2C=C(N=CC2=C(C1)Cl)C=1C(=NC=C(C1)C=1C=NN(C1)C1CCNCC1)N (3-(6,8-Dichloroisoquinolin-3-yl)-5-(1-piperidin-4-yl-1H-pyrazol-4-yl)-pyridin-2-ylamine trihydrochloride). RXN SMILES: [ClH:1].Cl.Cl.[Cl:4][C:5]1[CH:14]=[CH:13][C:12]([Cl:15])=[C:11]2[C:6]=1[CH:7]=[C:8]([C:16]1[C:17]([NH2:33])=[N:18][CH:19]=[C:20]([C:22]3[CH:23]=[N:24][N:25]([CH:27]4[CH2:32][CH2:31][NH:30][CH2:29][CH2:28]4)[CH:26]=3)[CH:21]=1)[N:9]=[CH:10]2.[Cl:34]C1C=C2C(=C(Cl)C=1)C=NC(OS(C(F)(F)F)(=O)=O)=C2>>[ClH:4].[ClH:34].[ClH:1].[Cl:34][C:14]1[CH:5]=[C:6]2[C:11](=[C:12]([Cl:15])[CH:13]=1)[CH:10]=[N:9][C:8]([C:16]1[C:17]([NH2:33])=[N:18][CH:19]=[C:20]([C:22]3[CH:23]=[N:24][N:25]([CH:27]4[CH2:32][CH2:31][NH:30][CH2:29][CH2:28]4)[CH:26]=3)[CH:21]=1)=[CH:7]2 |f:0.1.2.3,5.6.7.8|. Procedure: The procedure for the preparation of 3-(5,8-dichloroisoquinolin-3-yl)-5-(1-piperidin-4-yl-1H-pyrazol-4-yl)-pyridin-2-ylamine trihydrochloride was followed, except using trifluoromethanesulfonic acid 6,8-dichloroisoquinolin-3-yl ester in place of trifluoromethanesulfonic acid 5,8-dichloroisoquinolin-3-yl ester. This afforded the title compound as a yellow solid. 1H NMR (400 MHz, DMSO-d6): δ=2.10-2.31 (m, 4H), 3.04-3.18 (m, 2H), 3.33-3.46 (m, 2H), 4.45-4.59 (m, 1H). 8.11 (d, J=1.8 Hz, 1H), 8.14 (s... Starting materials: C1COCCO1, CC(C)(C)[O-], CCOC(C)=O, COc1cc(Cl)nc2ccc(C)cc12, NC1CN(C(=O)Cc2ccc(OC(F)(F)F)cc2)CC1O, [Na+], O=C(C=Cc1ccccc1)C=Cc1ccccc1, O=C(C=Cc1ccccc1)C=Cc1ccccc1, O=C(C=Cc1ccccc1)C=Cc1ccccc1, O, [Pd], [Pd]. Product: COc1cc(NC2CN(C(=O)Cc3ccc(OC(F)(F)F)cc3)CC2O)nc2ccc(C)cc12. RXN SMILES: [CH2:36]1[O:37][CH2:38][CH2:39][O:40][CH2:41]1.[CH3:42][C:43]([CH3:44])([O-:45])[CH3:46].[CH3:48][CH2:49][O:50][C:51](=[O:52])[CH3:53].[Cl:1][c:2]1[n:3][c:4]2[cH:5][cH:6][c:7]([CH3:14])[cH:8][c:9]2[c:10]([O:12][CH3:13])[cH:11]1.[NH2:15][CH:16]1[CH2:17][N:18]([C:22]([CH2:23][c:24]2[cH:25][cH:26][c:27]([O:30][C:31]([F:32])([F:33])[F:34])[cH:28][cH:29]2)=[O:35])[CH2:19][CH:20]1[OH:21].[Na+:47].[O:57]=[C:58]([CH:59]=[CH:60][c:61]1[cH:62][cH:63][cH:64][cH:65][cH:66]1)[CH:67]=[CH:68][c:69]1[cH:70][cH:71][cH:72][cH:73][cH:74]1.[O:75]=[C:76]([CH:77]=[CH:78][c:79]1[cH:80][cH:81][cH:82][cH:83][cH:84]1)[CH:85]=[CH:86][c:87]1[cH:88][cH:89][cH:90][cH:91][cH:92]1.[O:93]=[C:94]([CH:95]=[CH:96][c:97]1[cH:98][cH:99][cH:100][cH:101][cH:102]1)[CH:103]=[CH:104][c:105]1[cH:106][cH:107][cH:108][cH:109][cH:110]1.[OH2:54].[Pd:55].[Pd:56]>>[c:2]1([NH:15][CH:16]2[CH2:17][N:18]([C:22]([CH2:23][c:24]3[cH:25][cH:26][c:27]([O:30][C:31]([F:32])([F:33])[F:34])[cH:28][cH:29]3)=[O:35])[CH2:19][CH:20]2[OH:21])[n:3][c:4]2[cH:5][cH:6][c:7]([CH3:14])[cH:8][c:9]2[c:10]([O:12][CH3:13])[cH:11]1. Reactants: C(C)(=O)OC1=C(C=C(C=C1C(C)C)NC(NC=1C=NC2=C(C=C(C=C2C1C1=C(C=CC=C1)Cl)C)C)=O)C(C)C (3-[3-(4-acetoxy-3,5-diisopropylphenyl)ureido]-4-(2-chlorophenyl)-6,8-dimethylquinoline), [OH-].[Na+] (sodium hydroxide). The solvent is CO (methanol). Run at time 1.5 hour. Yields the product ClC1=C(C=CC=C1)C1=C(C=NC2=C(C=C(C=C12)C)C)NC(=O)NC1=CC(=C(C(=C1)C(C)C)O)C(C)C (4-(2-chlorophenyl)-3-[3-(4-hydroxy-3,5-diisopropylphenyl)ureido]-6,8-dimethylquinoline). Reaction SMILES: C([O:4][C:5]1[C:10]([CH:11]([CH3:13])[CH3:12])=[CH:9][C:8]([NH:14][C:15](=[O:36])[NH:16][C:17]2[CH:18]=[N:19][C:20]3[C:25]([C:26]=2[C:27]2[CH:32]=[CH:31][CH:30]=[CH:29][C:28]=2[Cl:33])=[CH:24][C:23]([CH3:34])=[CH:22][C:21]=3[CH3:35])=[CH:7][C:6]=1[CH:37]([CH3:39])[CH3:38])(=O)C.[OH-].[Na+]>CO>[Cl:33][C:28]1[CH:29]=[CH:30][CH:31]=[CH:32][C:27]=1[C:26]1[C:25]2[C:20](=[C:21]([CH3:35])[CH:22]=[C:23]([CH3:34])[CH:24]=2)[N:19]=[CH:18][C:17]=1[NH:16][C:15]([NH:14][C:8]1[CH:9]=[C:10]([CH:11]([CH3:12])[CH3:13])[C:5]([OH:4])=[C:6]([CH:37]([CH3:39])[CH3:38])[CH:7]=1)=[O:36] |f:1.2|. Procedure details: A mixture of 3-[3-(4-acetoxy-3,5-diisopropylphenyl)ureido]-4-(2-chlorophenyl)-6,8-dimethylquinoline (300 mg), methanol (20 ml) and 1N-sodium hydroxide (2 ml) was stirred for 1.5 hrs. at room temperature. After concentrated, the mixture was diluted with water, acidified with 2N-hydrochloric acid and then extracted with ethyl acetate. The extract was washed with water, dried over anhydrous magnesium sulfate and then distilled to remove the solvent. The residue was recrystallized from a mixture of ... The reactants are NS(=O)(=O)C1=CC=C(O1)C(=O)NC(C)(C)C (5-(aminosulfonyl)-N-(tert-butyl)-2-furamide), C([O-])([O-])=O.[Cs+].[Cs+] (cesium carbonate), C(C)OC([C@@H](C)OC1=NC(=NC(=C1)Cl)SCC1=C(C(=CC=C1)F)F)=O (2-[[6-chloro-2-[[(2,3-difluorophenyl)methyl]thio]-4-pyrimidinyl]oxy]-(2R)-propanoic acid ethyl ester), product. Reagents/catalysts: C=1C=CC(=CC1)/C=C/C(=O)/C=C/C2=CC=CC=C2.C=1C=CC(=CC1)/C=C/C(=O)/C=C/C2=CC=CC=C2.C=1C=CC(=CC1)/C=C/C(=O)/C=C/C2=CC=CC=C2.[Pd].[Pd] (tris(dibenzylideneacetone)dipalladium). Run in O1CCOCC1 (dioxane). The product is C(C)(C)(C)NC(=O)C1=CC=C(O1)S(=O)(=O)NC1=CC(=NC(=N1)SCC1=C(C(=CC=C1)F)F)O[C@@H](C(=O)OCC)C (ethyl (2R)-2-({6-[({5-[(tert-butylamino)carbonyl]-2-furyl}sulfonyl)amino]-2-[(2,3-difluorobenzyl)thio]pyrimidin-4-yl}oxy)propanoate). As a reaction SMILES: [NH2:1][S:2]([C:5]1[O:9][C:8]([C:10]([NH:12][C:13]([CH3:16])([CH3:15])[CH3:14])=[O:11])=[CH:7][CH:6]=1)(=[O:4])=[O:3].C(=O)([O-])[O-].[Cs+].[Cs+].[CH2:23]([O:25][C:26](=[O:47])[C@H:27]([O:29][C:30]1[CH:35]=[C:34](Cl)[N:33]=[C:32]([S:37][CH2:38][C:39]2[CH:44]=[CH:43][CH:42]=[C:41]([F:45])[C:40]=2[F:46])[N:31]=1)[CH3:28])[CH3:24]>O1CCOCC1.C1C=CC(/C=C/C(/C=C/C2C=CC=CC=2)=O)=CC=1.C1C=CC(/C=C/C(/C=C/C2C=CC=CC=2)=O)=CC=1.C1C=CC(/C=C/C(/C=C/C2C=CC=CC=2)=O)=CC=1.[Pd].[Pd]>[C:13]([NH:12][C:10]([C:8]1[O:9][C:5]([S:2]([NH:1][C:34]2[N:33]=[C:32]([S:37][CH2:38][C:39]3[CH:44]=[CH:43][CH:42]=[C:41]([F:45])[C:40]=3[F:46])[N:31]=[C:30]([O:29][C@H:27]([CH3:28])[C:26]([O:25][CH2:23][CH3:24])=[O:47])[CH:35]=2)(=[O:4])=[O:3])=[CH:6][CH:7]=1)=[O:11])([CH3:16])([CH3:15])[CH3:14] |f:1.2.3,6.7.8.9.10|. Reported procedure: The subtitle compound was prepared according to the procedure outlined in example 1 step (iv) using a mixture of 5-(aminosulfonyl)-N-(tert-butyl)-2-furamide (0.25 g), tris(dibenzylideneacetone)dipalladium (0) (58 mg), 2-dicyclohexylphosphino-2′,4′,6′-tri-isopropyl-1,1′-diphenyl (XPHOS) (30 mg), cesium carbonate (0.65 g) and 2-[[6-chloro-2-[[(2,3-difluorophenyl)methyl]thio]-4-pyrimidinyl]oxy]-(2R)-propanoic acid ethyl ester (product of Example 11 step i) (0.26 g) in dioxane (10 mL). Purification ... Starting materials: BrC=1C=CC2=C(SC3=C2C=CC(=C3)Br)C1 (3,7-dibromodibenzo[b,d]thiophene), COC=1C=CC(=C(C1)C1=CC=CC=C1)B(O)O (5-methoxybiphenyl-2-ylboronic acid), C(=O)([O-])[O-].[Na+].[Na+] (Na2CO3), CCO (EtOH). The reagents and catalysts are C=1C=CC(=CC1)[P](C=2C=CC=CC2)(C=3C=CC=CC3)[Pd]([P](C=4C=CC=CC4)(C=5C=CC=CC5)C=6C=CC=CC6)([P](C=7C=CC=CC7)(C=8C=CC=CC8)C=9C=CC=CC9)[P](C=1C=CC=CC1)(C=1C=CC=CC1)C=1C=CC=CC1 (tetrakis(triphenylphosphine)palladium). Run in C1(=CC=CC=C1)C (toluene). Conditions: temperature 110 celsius. The product is COC=1C=CC(=C(C1)C1=CC=CC=C1)C=1C=CC2=C(SC3=C2C=CC(=C3)C3=C(C=C(C=C3)OC)C3=CC=CC=C3)C1 (3,7-bis(5-methoxybiphenyl-2-yl)dibenzo[b,d]thiophene). The yield is 81.0%. RXN SMILES: Br[C:2]1[CH:3]=[CH:4][C:5]2[C:9]3[CH:10]=[CH:11][C:12](Br)=[CH:13][C:8]=3[S:7][C:6]=2[CH:15]=1.[CH3:16][O:17][C:18]1[CH:19]=[CH:20][C:21](B(O)O)=[C:22]([C:24]2[CH:29]=[CH:28][CH:27]=[CH:26][CH:25]=2)[CH:23]=1.[C:33]([O-:36])([O-])=O.[Na+].[Na+].[CH3:39][CH2:40]O>C1C=CC([P]([Pd]([P](C2C=CC=CC=2)(C2C=CC=CC=2)C2C=CC=CC=2)([P](C2C=CC=CC=2)(C2C=CC=CC=2)C2C=CC=CC=2)[P](C2C=CC=CC=2)(C2C=CC=CC=2)C2C=CC=CC=2)(C2C=CC=CC=2)C2C=CC=CC=2)=CC=1.C1(C)C=CC=CC=1>[CH3:16][O:17][C:18]1[CH:19]=[CH:20][C:21]([C:2]2[CH:3]=[CH:4][C:5]3[C:9]4[CH:10]=[CH:11][C:12]([C:2]5[CH:3]=[CH:4][C:5]([O:36][CH3:33])=[CH:6][C:15]=5[C:39]5[CH:40]=[CH:10][CH:9]=[CH:8][CH:13]=5)=[CH:13][C:8]=4[S:7][C:6]=3[CH:15]=2)=[C:22]([C:24]2[CH:29]=[CH:28][CH:27]=[CH:26][CH:25]=2)[CH:23]=1 |f:2.3.4,^1:45,47,66,85|. Procedure: A mixture of 3.42 g (10 mmol) of 3,7-dibromodibenzo[b,d]thiophene, 5.5 g (24 mmol) of 5-methoxybiphenyl-2-ylboronic acid, 0.12 g (0.1 mmol) of tetrakis(triphenylphosphine)palladium, 15 ml of 2M Na2CO3, 20 ml of EtOH and 60 ml toluene was degassed and placed under nitrogen, then heated at 110° C. for 8 h. After finishing the reaction, the mixture was allowed to cool to room temperature. The reaction mixture was extracted with ethyl acetate and water, dried with anhydrous magnesium sulfate, the so... The reactants are C1(=CC=CC=C1)N1N=C(C=C1C1=CC=C(C=C1)C)CCC=O (3-(1-phenyl-5-p-tolyl-1H-pyrazol-3-yl)propanal), [BH-](OC(=O)C)(OC(=O)C)OC(=O)C.[Na+] (NaBH(OAc)3), CC1N(CCNC1)C=1C=C(C=CC1)C (2-methyl-1-m-tolylpiperazine), CCN(C(C)C)C(C)C (DIPEA). Product: CC1N(CCN(C1)CCCC1=NN(C(=C1)C1=CC=C(C=C1)C)C1=CC=CC=C1)C=1C=C(C=CC1)C (2-methyl-4-(3-(1-phenyl-5-p-tolyl-1H-pyrazol-3-yl)propyl)-1-m-tolylpiperazine). RXN SMILES: [C:1]1([N:7]2[C:11]([C:12]3[CH:17]=[CH:16][C:15]([CH3:18])=[CH:14][CH:13]=3)=[CH:10][C:9]([CH2:19][CH2:20][CH:21]=O)=[N:8]2)[CH:6]=[CH:5][CH:4]=[CH:3][CH:2]=1.[CH3:23][CH:24]1[CH2:29][NH:28][CH2:27][CH2:26][N:25]1[C:30]1[CH:31]=[C:32]([CH3:36])[CH:33]=[CH:34][CH:35]=1.CCN(C(C)C)C(C)C.[BH-](OC(C)=O)(OC(C)=O)OC(C)=O.[Na+]>>[CH3:23][CH:24]1[CH2:29][N:28]([CH2:21][CH2:20][CH2:19][C:9]2[CH:10]=[C:11]([C:12]3[CH:17]=[CH:16][C:15]([CH3:18])=[CH:14][CH:13]=3)[N:7]([C:1]3[CH:6]=[CH:5][CH:4]=[CH:3][CH:2]=3)[N:8]=2)[CH2:27][CH2:26][N:25]1[C:30]1[CH:31]=[C:32]([CH3:36])[CH:33]=[CH:34][CH:35]=1 |f:3.4|. Procedure: 112 mg (81%) of target compound was obtained by using a method same as in Example 1 by using 3-(1-phenyl-5-p-tolyl-1H-pyrazol-3-yl)propanal (80 mg, 0.276 mmol), 2-methyl-1-m-tolylpiperazine (53 mg, 0.276 mmol), DIPEA (0.072 mL, 0.414 mmol) and NaBH(OAc)3 (175 mg, 0.828 mmol). Yields the product C=C(C)C(=O)N1CCCC1C(=O)O. Reactants: C=C(C)C(=O)Cl, [Na+], [OH-], O=C(O)C1CCCN1. Reaction SMILES: [C:9]([C:10](=[CH2:11])[CH3:12])(=[O:13])[Cl:14].[Na+:16].[OH-:15].[OH:1][C:2](=[O:3])[CH:4]1[CH2:5][CH2:6][CH2:7][NH:8]1>>[OH:1][C:2](=[O:3])[CH:4]1[CH2:5][CH2:6][CH2:7][N:8]1[C:9]([C:10](=[CH2:11])[CH3:12])=[O:13].